Dataset: the Open Reaction Database (ORD), a public repository of structured organic reaction records. Task: describe an organic reaction: reactants, conditions, products, and yield The reactants are CCOC(C)=O, C1COCCN1, COc1ccc(-c2cc(C(=O)O)nnc2-c2ccc(OC)cc2)cc1, CCCCCC, CCOC(C)=O, C1CCOC1. The product is COc1ccc(-c2cc(C(=O)N3CCOCC3)nnc2-c2ccc(OC)cc2)cc1. Reaction SMILES: [C:43]([O:44][CH2:45][CH3:46])(=[O:47])[CH3:48].[CH2:26]1[CH2:27][O:28][CH2:29][CH2:30][NH:31]1.[CH3:1][O:2][c:3]1[cH:4][cH:5][c:6](-[c:9]2[n:10][n:11][c:12]([C:23](=[O:24])[OH:25])[cH:13][c:14]2-[c:15]2[cH:16][cH:17][c:18]([O:21][CH3:22])[cH:19][cH:20]2)[cH:7][cH:8]1.[CH3:37][CH2:38][CH2:39][CH2:40][CH2:41][CH3:42].[CH3:49][CH2:50][O:51][C:52](=[O:53])[CH3:54].[O:32]1[CH2:33][CH2:34][CH2:35][CH2:36]1>>[CH3:1][O:2][c:3]1[cH:4][cH:5][c:6](-[c:9]2[n:10][n:11][c:12]([C:23](=[O:25])[N:31]3[CH2:26][CH2:27][O:28][CH2:29][CH2:30]3)[cH:13][c:14]2-[c:15]2[cH:16][cH:17][c:18]([O:21][CH3:22])[cH:19][cH:20]2)[cH:7][cH:8]1. Starting materials: CN(C)C=O, O=C(c1ccc(F)cc1)C1CCN(C(CO)c2ccccc2)CC1, CCOC(=O)N=NC(=O)OCC, c1ccc(P(c2ccccc2)c2ccccc2)cc1, O=c1nc2n(c(=O)[nH]1)CCCC2. Yields the product O=C(c1ccc(F)cc1)C1CCN(C(Cn2c(=O)nc3n(c2=O)CCCC3)c2ccccc2)CC1. RXN SMILES: [CH3:68][N:69]([CH3:70])[CH:71]=[O:72].[F:13][c:14]1[cH:15][cH:16][c:17]([C:18](=[O:19])[CH:20]2[CH2:21][CH2:22][N:23]([CH:26]([CH2:27][OH:28])[c:29]3[cH:30][cH:31][cH:32][cH:33][cH:34]3)[CH2:24][CH2:25]2)[cH:35][cH:36]1.[O:56]=[C:57]([O:58][CH2:59][CH3:60])[N:61]=[N:62][C:63]([O:64][CH2:65][CH3:66])=[O:67].[c:37]1([P:38]([c:39]2[cH:40][cH:41][cH:42][cH:43][cH:44]2)[c:45]2[cH:46][cH:47][cH:48][cH:49][cH:50]2)[cH:51][cH:52][cH:53][cH:54][cH:55]1.[n:1]1[c:2]2[n:3]([c:4](=[O:8])[nH:5][c:6]1=[O:7])[CH2:9][CH2:10][CH2:11][CH2:12]2>>[n:1]1[c:2]2[n:3]([c:4](=[O:8])[n:5]([CH2:27][CH:26]([N:23]3[CH2:22][CH2:21][CH:20]([C:18]([c:17]4[cH:16][cH:15][c:14]([F:13])[cH:36][cH:35]4)=[O:19])[CH2:25][CH2:24]3)[c:29]3[cH:30][cH:31][cH:32][cH:33][cH:34]3)[c:6]1=[O:7])[CH2:9][CH2:10][CH2:11][CH2:12]2. The reactants are C(C)(C)(C)OC(=O)N[C@H](C(=O)O)C(C)C ((2S)-tert-butoxycarbonylamino-3-methylbutyric acid), C(C)(C)(C)OC(NC(C(C)(C)C)C(NC1C(CC2=CC=CC=C12)O)=O)=O ([1-(2-Hydroxy-indan-1-ylcarbamoyl)-2,2-dimethyl-propyl]-carbamic acid tert.butyl ester), ClNC([O-])=O (chlorocarbamate), C(C)(C)(C)OC(=O)NC(C(=O)O)C(C)(C)C (2-tert.butoxycarbonylamino-3,3-dimetylbutyric acid), NCCO (2-aminoethanol), C(C)OC(=O)C1(C(C1)C=C)NC(=O)C1N(CC(C1)OC1=CC(=NC2=CC(=CC=C12)OC)C1=CC=CC=C1)C(NC(C(C)(C)C)C(NC1C(CC2=CC=CC=C12)O)=O)=O (1-{[1-[1-(2-Hydroxy-indan-1-ylcarbamoyl)-2,2-dimethyl-propylcarbamoyl]4-(7-methoxy-2-phenyl-quinolin-4-yloxy)-pyrrolidin e-2-carbonyl]-amino}-2-vinyl-cyclopropanecarboxylic acid ethyl ester). The product is OCCNC(=O)[C@H](C(C)C)NC(=O)N1[C@@H](C[C@H](C1)OC1=CC(=NC2=CC(=CC=C12)OC)C1=CC=CC=C1)C(=O)N[C@]1([C@@H](C1)C=C)C(=O)O ((1R,2S)-1-{[(2S,4R)-1-[(1S)-1-(2-hydroxyethylcarbamoyl)-2-methyl-propylcarbamoyl]-4-(7-methoxy-2-phenyl-quinolin-4-yloxy)-pyrrolidine-2-carbonyl]-amino}-2-vinyl-cyclopropanecarboxylic acid). The yield is 8.0%. As a reaction SMILES: C(OC(N[C@@H](C(C)C)C(O)=O)=O)(C)(C)C.C(OC(NC(C(C)(C)C)C(O)=O)=O)(C)(C)C.NCCO.C(OC(=O)NC(C(=O)NC1C2C(=CC=CC=2)CC1O)C(C)(C)C)(C)(C)C.ClNC(=O)[O-].C([O:69][C:70]([C:72]1([NH:77][C:78]([CH:80]2[CH2:84][CH:83]([O:85][C:86]3[C:95]4[C:90](=[CH:91][C:92]([O:96][CH3:97])=[CH:93][CH:94]=4)[N:89]=[C:88]([C:98]4[CH:103]=[CH:102][CH:101]=[CH:100][CH:99]=4)[CH:87]=3)[CH2:82][N:81]2[C:104](=[O:124])[NH:105][CH:106]([C:111](=[O:123])[NH:112][CH:113]2C3C(=CC=CC=3)C[CH:114]2[OH:122])[C:107](C)([CH3:109])[CH3:108])=[O:79])[CH2:74][CH:73]1[CH:75]=[CH2:76])=[O:71])C>>[OH:122][CH2:114][CH2:113][NH:112][C:111]([C@@H:106]([NH:105][C:104]([N:81]1[CH2:82][C@H:83]([O:85][C:86]2[C:95]3[C:90](=[CH:91][C:92]([O:96][CH3:97])=[CH:93][CH:94]=3)[N:89]=[C:88]([C:98]3[CH:99]=[CH:100][CH:101]=[CH:102][CH:103]=3)[CH:87]=2)[CH2:84][C@H:80]1[C:78]([NH:77][C@:72]1([C:70]([OH:71])=[O:69])[CH2:74][C@H:73]1[CH:75]=[CH2:76])=[O:79])=[O:124])[CH:107]([CH3:109])[CH3:108])=[O:123]. Reported procedure: (2S)-tert-butoxycarbonylamino-3-methylbutyric acid was attached to the resin as described for the preparation of compound 16 followed by reaction with 2-aminoethanol as described for the preparation of 17 and removal of the Boc group as described for 18. The afforded compound was then reacted with the chlorocarbamate achieved from 12 as described for the preparation of 13 which, after purification by HPLC, gave the title compound (3 mg, 8% yield), Purity by HPLC>90% M+H+660.2. The reactants are O=Cc1cc2c(cc1Br)OCO2, O=C([O-])[O-], Cc1ccccc1, CO, OB(O)c1ccc(Cl)cc1, [Na+], [Na+], c1ccc(P(c2ccccc2)(c2ccccc2)[Pd](P(c2ccccc2)(c2ccccc2)c2ccccc2)(P(c2ccccc2)(c2ccccc2)c2ccccc2)P(c2ccccc2)(c2ccccc2)c2ccccc2)cc1. The product is O=Cc1cc2c(cc1-c1ccc(Cl)cc1)OCO2. As a reaction SMILES: [Br:1][c:2]1[c:3]([CH:11]=[O:12])[cH:4][c:5]2[c:6]([cH:10]1)[O:7][CH2:8][O:9]2.[C:23](=[O:24])([O-:25])[O-:26].[CH3:29][c:30]1[cH:31][cH:32][cH:33][cH:34][cH:35]1.[CH3:36][OH:37].[Cl:13][c:14]1[cH:15][cH:16][c:17]([B:20]([OH:21])[OH:22])[cH:18][cH:19]1.[Na+:27].[Na+:28].[cH:38]1[cH:39][cH:40][c:41]([P:42]([Pd:43]([P:44]([c:45]2[cH:46][cH:47][cH:48][cH:49][cH:50]2)([c:51]2[cH:52][cH:53][cH:54][cH:55][cH:56]2)[c:57]2[cH:58][cH:59][cH:60][cH:61][cH:62]2)([P:63]([c:64]2[cH:65][cH:66][cH:67][cH:68][cH:69]2)([c:70]2[cH:71][cH:72][cH:73][cH:74][cH:75]2)[c:76]2[cH:77][cH:78][cH:79][cH:80][cH:81]2)[P:82]([c:83]2[cH:84][cH:85][cH:86][cH:87][cH:88]2)([c:89]2[cH:90][cH:91][cH:92][cH:93][cH:94]2)[c:95]2[cH:96][cH:97][cH:98][cH:99][cH:100]2)([c:101]2[cH:102][cH:103][cH:104][cH:105][cH:106]2)[c:107]2[cH:108][cH:109][cH:110][cH:111][cH:112]2)[cH:113][cH:114]1>>[c:2]1(-[c:17]2[cH:16][cH:15][c:14]([Cl:13])[cH:19][cH:18]2)[c:3]([CH:11]=[O:12])[cH:4][c:5]2[c:6]([cH:10]1)[O:7][CH2:8][O:9]2. The reactants are N#CCC(O)CC(=O)O, CCN(CC)C(C)=O, CCCCCCC, CC(C)[N-]C(C)C, Cl, [Li+], C1CCOC1, C1CCOC1. Product: CCN(CC)C(=O)CC(=O)CC(O)CC#N. RXN SMILES: [C:17](#[N:18])[CH2:19][CH:20]([CH2:21][C:22](=[O:23])[OH:24])[OH:25].[CH2:1]([CH3:2])[N:3]([C:4]([CH3:5])=[O:6])[CH2:7][CH3:8].[CH3:32][CH2:33][CH2:34][CH2:35][CH2:36][CH2:37][CH3:38].[CH:9]([N-:10][CH:11]([CH3:12])[CH3:13])([CH3:14])[CH3:15].[ClH:26].[Li+:16].[O:27]1[CH2:28][CH2:29][CH2:30][CH2:31]1.[O:39]1[CH2:40][CH2:41][CH2:42][CH2:43]1>>[CH2:1]([CH3:2])[N:3]([C:4]([CH2:5][C:22]([CH2:21][CH:20]([CH2:19][C:17]#[N:18])[OH:25])=[O:23])=[O:6])[CH2:7][CH3:8]. Starting materials: COC(=O)c1ccc2c(c1)nc(C(=O)NC1CCN(C(C)C)CC1)n2Cc1cc(-c2ccc(Cl)s2)on1, CO. Yields the product CC(C)N1CCC(NC(=O)c2nc3cc(C(=O)O)ccc3n2Cc2cc(-c3ccc(Cl)s3)on2)CC1. RXN SMILES: [CH3:1][O:2][C:3](=[O:4])[c:5]1[cH:6][c:7]2[c:8]([n:9]([CH2:24][c:25]3[n:26][o:27][c:28](-[c:30]4[s:31][c:32]([Cl:35])[cH:33][cH:34]4)[cH:29]3)[c:10]([C:12]([NH:13][CH:14]3[CH2:15][CH2:16][N:17]([CH:20]([CH3:21])[CH3:22])[CH2:18][CH2:19]3)=[O:23])[n:11]2)[cH:36][cH:37]1.[CH3:38][OH:39]>>[O:2]=[C:3]([OH:4])[c:5]1[cH:6][c:7]2[c:8]([n:9]([CH2:24][c:25]3[n:26][o:27][c:28](-[c:30]4[s:31][c:32]([Cl:35])[cH:33][cH:34]4)[cH:29]3)[c:10]([C:12]([NH:13][CH:14]3[CH2:15][CH2:16][N:17]([CH:20]([CH3:21])[CH3:22])[CH2:18][CH2:19]3)=[O:23])[n:11]2)[cH:36][cH:37]1.